Dataset: the Open Reaction Database (ORD), a public repository of structured organic reaction records. Task: describe an organic reaction: reactants, conditions, products, and yield Starting materials: CC(C)[N-]C(C)C, CO, CI, [Li+], C=Cc1cccc2c1ccn2S(=O)(=O)c1ccccc1. The product is C=Cc1cccc2c1cc(C)n2S(=O)(=O)c1ccccc1. As a reaction SMILES: [CH3:22][CH:23]([N-:24][CH:25]([CH3:26])[CH3:27])[CH3:28].[CH3:31][OH:32].[I:29][CH3:30].[Li+:21].[c:1]1([S:7](=[O:8])(=[O:9])[n:10]2[cH:11][cH:12][c:13]3[c:14]([CH:19]=[CH2:20])[cH:15][cH:16][cH:17][c:18]23)[cH:2][cH:3][cH:4][cH:5][cH:6]1>>[c:1]1([S:7](=[O:8])(=[O:9])[n:10]2[c:11]([CH3:22])[cH:12][c:13]3[c:14]([CH:19]=[CH2:20])[cH:15][cH:16][cH:17][c:18]23)[cH:2][cH:3][cH:4][cH:5][cH:6]1. Starting materials: O=c1[nH]nc(Cl)c2cc(Br)ccc12, CCOC(C)=O, NCc1cc(F)cc(F)c1, O=C(C=Cc1ccccc1)C=Cc1ccccc1, O=C(C=Cc1ccccc1)C=Cc1ccccc1, O=C(C=Cc1ccccc1)C=Cc1ccccc1, [Pd], [Pd]. Product: O=c1[nH]nc(Cl)c2cc(NCc3cc(F)cc(F)c3)ccc12. Reaction SMILES: [Br:1][c:2]1[cH:3][c:4]2[c:5]([Cl:13])[n:6][nH:7][c:8](=[O:12])[c:9]2[cH:10][cH:11]1.[CH3:24][CH2:25][O:26][C:27]([CH3:28])=[O:29].[F:14][c:15]1[cH:16][c:17]([CH2:18][NH2:19])[cH:20][c:21]([F:23])[cH:22]1.[O:32]=[C:33]([CH:34]=[CH:35][c:36]1[cH:37][cH:38][cH:39][cH:40][cH:41]1)[CH:42]=[CH:43][c:44]1[cH:45][cH:46][cH:47][cH:48][cH:49]1.[O:50]=[C:51]([CH:52]=[CH:53][c:54]1[cH:55][cH:56][cH:57][cH:58][cH:59]1)[CH:60]=[CH:61][c:62]1[cH:63][cH:64][cH:65][cH:66][cH:67]1.[O:68]=[C:69]([CH:70]=[CH:71][c:72]1[cH:73][cH:74][cH:75][cH:76][cH:77]1)[CH:78]=[CH:79][c:80]1[cH:81][cH:82][cH:83][cH:84][cH:85]1.[Pd:30].[Pd:31]>>[c:2]1([NH:19][CH2:18][c:17]2[cH:16][c:15]([F:14])[cH:22][c:21]([F:23])[cH:20]2)[cH:3][c:4]2[c:5]([Cl:13])[n:6][nH:7][c:8](=[O:12])[c:9]2[cH:10][cH:11]1. Starting materials: CC1C=CC2=CC(C(C)(C)C)CC(O)C2C1(CCC1CC(C(C)(C)C)C(O[SiH](C)C)C(=O)O1)O[SiH](C)C, CC(Oc1ccccc1Cl)C(=O)O. Yields the product CC(Oc1ccccc1Cl)C(=O)OC1CC(C(C)(C)C)C=C2C=CC(C)C(CCC3CC(C(C)(C)C)C(O[SiH](C)C)C(=O)O3)(O[SiH](C)C)C21. As a reaction SMILES: [C:14]([CH3:15])([CH3:16])([CH3:17])[CH:18]1[CH:19]=[C:20]2[CH:21]=[CH:22][CH:23]([CH3:50])[C:24]([CH2:29][CH2:30][CH:31]3[CH2:32][CH:33]([C:42]([CH3:43])([CH3:44])[CH3:45])[CH:34]([O:38][SiH:39]([CH3:40])[CH3:41])[C:35](=[O:37])[O:36]3)([O:46][SiH:47]([CH3:48])[CH3:49])[CH:25]2[CH:26]([OH:28])[CH2:27]1.[Cl:1][c:2]1[c:3]([O:4][CH:5]([C:6](=[O:7])[OH:8])[CH3:9])[cH:10][cH:11][cH:12][cH:13]1>>[Cl:1][c:2]1[c:3]([O:4][CH:5]([C:6]([O:7][CH:26]2[CH:25]3[C:20](=[CH:19][CH:18]([C:14]([CH3:15])([CH3:16])[CH3:17])[CH2:27]2)[CH:21]=[CH:22][CH:23]([CH3:50])[C:24]3([CH2:29][CH2:30][CH:31]2[CH2:32][CH:33]([C:42]([CH3:43])([CH3:44])[CH3:45])[CH:34]([O:38][SiH:39]([CH3:40])[CH3:41])[C:35](=[O:37])[O:36]2)[O:46][SiH:47]([CH3:48])[CH3:49])=[O:8])[CH3:9])[cH:10][cH:11][cH:12][cH:13]1.